From a dataset of the Open Reaction Database (ORD), a public repository of structured organic reaction records. describe an organic reaction: reactants, conditions, products, and yield Starting materials: Brc1cccc2c1COC(NC1CCc3ccccc31)=N2, [C-]#N, CN(C)C=O, O, [Pd], c1ccc(P(c2ccccc2)c2ccccc2)cc1, c1ccc(P(c2ccccc2)c2ccccc2)cc1, c1ccc(P(c2ccccc2)c2ccccc2)cc1, c1ccc(P(c2ccccc2)c2ccccc2)cc1. Product: N#Cc1cccc2c1COC(NC1CCc3ccccc31)=N2. Reaction SMILES: [Br:1][c:2]1[cH:3][cH:4][cH:5][c:6]2[c:11]1[CH2:10][O:9][C:8]([NH:12][CH:13]1[CH2:14][CH2:15][c:16]3[cH:17][cH:18][cH:19][cH:20][c:21]31)=[N:7]2.[C-:22]#[N:23].[O:25]=[CH:26][N:27]([CH3:28])[CH3:29].[OH2:24].[Pd:30].[c:31]1([P:32]([c:33]2[cH:34][cH:35][cH:36][cH:37][cH:38]2)[c:39]2[cH:40][cH:41][cH:42][cH:43][cH:44]2)[cH:45][cH:46][cH:47][cH:48][cH:49]1.[c:50]1([P:51]([c:52]2[cH:53][cH:54][cH:55][cH:56][cH:57]2)[c:58]2[cH:59][cH:60][cH:61][cH:62][cH:63]2)[cH:64][cH:65][cH:66][cH:67][cH:68]1.[c:69]1([P:70]([c:71]2[cH:72][cH:73][cH:74][cH:75][cH:76]2)[c:77]2[cH:78][cH:79][cH:80][cH:81][cH:82]2)[cH:83][cH:84][cH:85][cH:86][cH:87]1.[c:88]1([P:89]([c:90]2[cH:91][cH:92][cH:93][cH:94][cH:95]2)[c:96]2[cH:97][cH:98][cH:99][cH:100][cH:101]2)[cH:102][cH:103][cH:104][cH:105][cH:106]1>>[c:2]1([C:22]#[N:23])[cH:3][cH:4][cH:5][c:6]2[c:11]1[CH2:10][O:9][C:8]([NH:12][CH:13]1[CH2:14][CH2:15][c:16]3[cH:17][cH:18][cH:19][cH:20][c:21]31)=[N:7]2. Procedure details: To 8.29 g (26.1 mmol) of crude 4,6-dibromo-5-ethyl-2-phenylpyrimidine was added a mixture of 4 mL of water and 15 mL of concentrated sulfuric acid. The mixture was stirred for 18 h and poured onto 200 g of crushed ice. After the ice had melted the precipitate was collected by filtration and dried under vacuum to afford 7.21 g (99%) of crude 6-bromo-5-ethyl-2-phenyl-4(3H)-pyrimidinone. 1H-NMR (d6-DMSO) δ 1.10(3H,t), 2.55(2H,q), 7.55(3H,m), 8.10(2H,m). Run at time 18 hour. The yield is 99.0%. RXN SMILES: [Br:1][C:2]1[C:7]([CH2:8][CH3:9])=[C:6](Br)[N:5]=[C:4]([C:11]2[CH:16]=[CH:15][CH:14]=[CH:13][CH:12]=2)[N:3]=1.S(=O)(=O)(O)[OH:18]>O>[Br:1][C:2]1[N:3]=[C:4]([C:11]2[CH:16]=[CH:15][CH:14]=[CH:13][CH:12]=2)[NH:5][C:6](=[O:18])[C:7]=1[CH2:8][CH3:9]. Solvent: O (water). The reactants are BrC1=NC(=NC(=C1CC)Br)C1=CC=CC=C1 (4,6-dibromo-5-ethyl-2-phenylpyrimidine), ice, ice, S(O)(O)(=O)=O (sulfuric acid). The product is BrC1=C(C(NC(=N1)C1=CC=CC=C1)=O)CC (6-bromo-5-ethyl-2-phenyl-4(3H)-pyrimidinone). Reaction SMILES: [C:17]([CH3:18])([CH3:19])([CH3:20])[Si:21]([O:22][CH:23]([CH2:24][CH2:25][c:26]1[c:27]([CH3:51])[cH:28][c:29]([C:32]([CH2:33][CH3:34])([CH2:35][CH3:36])[c:37]2[cH:38][c:39]([CH3:50])[c:40](-[c:43]3[cH:44][cH:45][c:46]([CH:48]=[O:49])[o:47]3)[cH:41][cH:42]2)[cH:30][cH:31]1)[C:52]([CH3:53])([CH3:54])[CH3:55])([CH3:56])[CH3:57].[CH3:3][CH2:4][O:5][C:6](=[O:7])[CH2:8][P:9]([O:10][CH2:11][CH3:12])([O:13][CH2:14][CH3:15])=[O:16].[CH3:65][CH2:66][O:67][C:68](=[O:69])[CH3:70].[Cl-:58].[H-:1].[NH4+:59].[Na+:2].[O:60]1[CH2:61][CH2:62][CH2:63][CH2:64]1>>[CH3:3][CH2:4][O:5][C:6](=[O:7])[CH:8]=[CH:48][c:46]1[cH:45][cH:44][c:43](-[c:40]2[c:39]([CH3:50])[cH:38][c:37]([C:32]([c:29]3[cH:28][c:27]([CH3:51])[c:26]([CH2:25][CH2:24][CH:23]([O:22][Si:21]([C:17]([CH3:18])([CH3:19])[CH3:20])([CH3:56])[CH3:57])[C:52]([CH3:53])([CH3:54])[CH3:55])[cH:31][cH:30]3)([CH2:33][CH3:34])[CH2:35][CH3:36])[cH:42][cH:41]2)[o:47]1. The reactants are CCC(CC)(c1ccc(CCC(O[Si](C)(C)C(C)(C)C)C(C)(C)C)c(C)c1)c1ccc(-c2ccc(C=O)o2)c(C)c1, CCOC(=O)CP(=O)(OCC)OCC, CCOC(C)=O, [Cl-], [H-], [NH4+], [Na+], C1CCOC1. Product: CCOC(=O)C=Cc1ccc(-c2ccc(C(CC)(CC)c3ccc(CCC(O[Si](C)(C)C(C)(C)C)C(C)(C)C)c(C)c3)cc2C)o1. The reactants are CN1C=CC2=CC=CC(=C12)O (1-methyl-1-H-indol-7-ol), ClCC(=O)N(C)C (2-chloro-N,N-dimethylacetamide), C([O-])([O-])=O.[K+].[K+] (potassium carbonate), [I-].[K+] (potassium iodide). Run in CC(=O)C (acetone). Yields the product CN(C(COC=1C=CC=C2C=CN(C12)C)=O)C (N,N-Dimethyl-2-(1-methyl-1H-indol-7-yloxy)-acetamide). The yield is 83.2%. RXN SMILES: [CH3:1][N:2]1[C:10]2[C:5](=[CH:6][CH:7]=[CH:8][C:9]=2[OH:11])[CH:4]=[CH:3]1.Cl[CH2:13][C:14]([N:16]([CH3:18])[CH3:17])=[O:15].C(=O)([O-])[O-].[K+].[K+].[I-].[K+]>CC(C)=O>[CH3:17][N:16]([CH3:18])[C:14](=[O:15])[CH2:13][O:11][C:9]1[CH:8]=[CH:7][CH:6]=[C:5]2[C:10]=1[N:2]([CH3:1])[CH:3]=[CH:4]2 |f:2.3.4,5.6|. Reported procedure: To a solution of 1-methyl-1-H-indol-7-ol (Chemstep, CAS: 47577-33-4, 2.2 g, 15 mmol) and 2-chloro-N,N-dimethylacetamide (Fluka, CAS: 2675-89-0, 2.0 g, 17 mmol) in acetone (25 mL) were added potassium carbonate (2.5 g, 18 mmol) and potassium iodide, (0.25 g, 1.5 mmol). The reaction mixture was stirred at reflux for 4 h, quenched with ice/water, and extracted with ethyl acetate. The organics were washed, dried and concentrated. The residue was chromatographed on silica gel using heptane/ethyl acet...